Dataset: the Open Reaction Database (ORD), a public repository of structured organic reaction records. Task: describe an organic reaction: reactants, conditions, products, and yield Starting materials: C(C)(=O)O (acetic acid), CC(=O)C1=CC(=CC=C1)OCC2=CC=CC=C2 (3-benzyloxyacetophenone), C(=O)C=1C=C(C(=O)OC)C=CC1 (methyl 3-formylbenzoate), CO[Na] (CH3ONa). Reported procedure: To CH3ONa (0.45 g, 0.0082 mol) stirring in 20 ml of dry CH3OH at 10° C. was added 3-benzyloxyacetophenone (5.0 g, 0.019 mol) and methyl 3-formylbenzoate (3.12 g, 0.019 mol). A heavy precipitate formed almost immediately, and the mixture was diluted with 20 ml CH3OH, warmed to room temperature and stirred for 18 hours. Glacial acetic acid (3 ml) was added and the mixture poured into 300 ml H2O. Title product was recovered by filtration, air dried and purified by chromatography on silica gel gradi... Reaction SMILES: CO[Na].[CH3:4][C:5]([C:7]1[CH:12]=[CH:11][CH:10]=[C:9]([O:13][CH2:14][C:15]2[CH:20]=[CH:19][CH:18]=[CH:17][CH:16]=2)[CH:8]=1)=[O:6].[CH:21]([C:23]1[CH:24]=[C:25]([CH:30]=[CH:31][CH:32]=1)[C:26]([O:28][CH3:29])=[O:27])=O.C(O)(=O)C>CO.O>[CH2:14]([O:13][C:9]1[CH:8]=[C:7]([C:5](=[O:6])[CH:4]=[CH:21][C:23]2[CH:32]=[CH:31][CH:30]=[C:25]([C:26]([O:28][CH3:29])=[O:27])[CH:24]=2)[CH:12]=[CH:11][CH:10]=1)[C:15]1[CH:20]=[CH:19][CH:18]=[CH:17][CH:16]=1. Run at time 18 hour. The solvent is CO (CH3OH), O (H2O), CO (CH3OH). The product is C(C1=CC=CC=C1)OC=1C=C(C=CC1)C(C=CC1=CC(=CC=C1)C(=O)OC)=O (1-(3-Benzyloxyphenyl)-3-(3-(methoxycarbonyl)phenyl)-2-propen-1-one). Reactants: CI, CN(C)C=O, O=C1Nc2ccc(Cl)cc2C2(c3ccccc3)OCCN12, Cl, [H-], [Na+], O. Product: CN1C(=O)N2CCOC2(c2ccccc2)c2cc(Cl)ccc21. Reaction SMILES: [CH3:24][I:25].[CH3:27][N:28]([CH3:29])[CH:30]=[O:31].[Cl:1][c:2]1[cH:3][c:4]2[c:9]([cH:10][cH:11]1)[NH:8][C:7](=[O:12])[N:6]1[C:5]2([c:16]2[cH:17][cH:18][cH:19][cH:20][cH:21]2)[O:15][CH2:14][CH2:13]1.[ClH:26].[H-:22].[Na+:23].[OH2:32]>>[Cl:1][c:2]1[cH:3][c:4]2[c:9]([cH:10][cH:11]1)[N:8]([CH3:24])[C:7](=[O:12])[N:6]1[C:5]2([c:16]2[cH:17][cH:18][cH:19][cH:20][cH:21]2)[O:15][CH2:14][CH2:13]1. Starting materials: [BH4-], CCO, COc1cc(C=O)c([N+](=O)[O-])cc1OC, [Na+], O. Yields the product COc1cc(CO)c([N+](=O)[O-])cc1OC. As a reaction SMILES: [BH4-:17].[CH3:19][CH2:20][OH:21].[N+:1](=[O:2])([O-:3])[c:4]1[c:5]([CH:6]=[O:7])[cH:8][c:9]([O:14][CH3:15])[c:10]([O:12][CH3:13])[cH:11]1.[Na+:18].[OH2:16]>>[N+:1](=[O:2])([O-:3])[c:4]1[c:5]([CH2:6][OH:7])[cH:8][c:9]([O:14][CH3:15])[c:10]([O:12][CH3:13])[cH:11]1. Reactants: C(C1=CC=CC=C1)N([C@H](C=O)CC)CC1=CC=CC=C1 ((S)-2-(dibenzylamino)butanal), C(C)(=O)O[C@H](C(=O)NC1CC1)[C@H](CC)N(CC1=CC=CC=C1)CC1=CC=CC=C1 ((2S,3S)-1-(cyclopropylamino)-3-(dibenzylamino)-1-oxopentan-2-yl acetate). Product: C(C)(=O)O[C@H](C(=O)NC1CC1)[C@H](CCC)N(CC1=CC=CC=C1)CC1=CC=CC=C1 ((2S,3S)-1-(cyclopropylamino)-3-(dibenzylamino)-1-oxohexan-2-yl acetate). RXN SMILES: [CH2:1](N(CC1C=CC=CC=1)[C@@H](CC)C=O)C1C=CC=CC=1.[C:21]([O:24][C@@H:25]([C@@H:32]([N:35]([CH2:43][C:44]1[CH:49]=[CH:48][CH:47]=[CH:46][CH:45]=1)[CH2:36][C:37]1[CH:42]=[CH:41][CH:40]=[CH:39][CH:38]=1)[CH2:33][CH3:34])[C:26]([NH:28][CH:29]1[CH2:31][CH2:30]1)=[O:27])(=[O:23])[CH3:22]>>[C:21]([O:24][C@@H:25]([C@@H:32]([N:35]([CH2:36][C:37]1[CH:42]=[CH:41][CH:40]=[CH:39][CH:38]=1)[CH2:43][C:44]1[CH:45]=[CH:46][CH:47]=[CH:48][CH:49]=1)[CH2:33][CH2:34][CH3:1])[C:26]([NH:28][CH:29]1[CH2:31][CH2:30]1)=[O:27])(=[O:23])[CH3:22]. Procedure details: Similarly, following the procedure of Example 5A, but replacing (S)-2-(dibenzylamino)pentanal with (S)-2-(dibenzylamino)butanal, (2S,3S)-1-(cyclopropylamino)-3-(dibenzylamino)-1-oxopentan-2-yl acetate is prepared. Starting materials: C(C1=CC=CC=C1)ONC(=O)[C@@H](CCCC1=CC=CC=C1)[C@H](C(=O)NN1C(NC2(CCC2)C1=O)=O)CC(C)C (2(R)-[1(S)-(benzyloxycarbamoyl)-4-phenylbutyl]-4-methyl-N-(6,8-dioxo-5,7-diazaspiro[3.4]oct-7-yl)valeramide), C(C)(C)(C)OC(=O)[C@@H](CCCC1=CC=CC=C1)[C@H](C(=O)NN)CC(C)C (2(R)-[1(S)-(tert-butoxycarbonyl)-4-phenylbutyl]-4-methylvalerohydrazide), N(=C=O)C1(CCC1)C(=O)OCC (ethyl 1-isocyanato-1-cyclobutane carboxylate), ( ii ), ( iii ). Yields the product ONC(=O)[C@@H](CCCC1=CC=CC=C1)[C@H](C(=O)NN1C(NC2(CCC2)C1=O)=O)CC(C)C (2(R)-[1(S)-(Hydroxycarbamoyl)-4-phenylbutyl]-4-methyl-N-(6,8-dioxo-5,7-diazaspiro[3,4]oct-7-yl)valeramide). RXN SMILES: C([O:8][NH:9][C:10]([C@H:12]([C@@H:22]([CH2:36][CH:37]([CH3:39])[CH3:38])[C:23]([NH:25][N:26]1[C:33](=[O:34])[C:29]2([CH2:32][CH2:31][CH2:30]2)[NH:28][C:27]1=[O:35])=[O:24])[CH2:13][CH2:14][CH2:15][C:16]1[CH:21]=[CH:20][CH:19]=[CH:18][CH:17]=1)=[O:11])C1C=CC=CC=1.C(OC([C@H]([C@@H](CC(C)C)C(NN)=O)CCCC1C=CC=CC=1)=O)(C)(C)C.N(C1(C(OCC)=O)CCC1)=C=O>>[OH:8][NH:9][C:10]([C@H:12]([C@@H:22]([CH2:36][CH:37]([CH3:39])[CH3:38])[C:23]([NH:25][N:26]1[C:33](=[O:34])[C:29]2([CH2:30][CH2:31][CH2:32]2)[NH:28][C:27]1=[O:35])=[O:24])[CH2:13][CH2:14][CH2:15][C:16]1[CH:17]=[CH:18][CH:19]=[CH:20][CH:21]=1)=[O:11]. Procedure: The 2(R)-[1(S)-(benzyloxycarbamoyl)-4-phenylbutyl]-4-methyl-N-(6,8-dioxo-5,7-diazaspiro[3.4]oct-7-yl)valeramide used as the starting material was prepared in a manner analogous to that described in Example 7, parts (ii) and (iii) starting from 2(R)-[1(S)-(tert-butoxycarbonyl)-4-phenylbutyl]-4-methylvalerohydrazide and ethyl 1-isocyanato-1-cyclobutane carboxylate. The product is COc1cc(NC2CCCC2)c2[nH]c(C3=NC(CC(=O)N4CCOCC4)CS3)cc2c1. Reaction SMILES: [CH2:27]1[CH2:28][O:29][CH2:30][CH2:31][NH:32]1.[CH:1]1([NH:6][c:7]2[cH:8][c:9]([O:25][CH3:26])[cH:10][c:11]3[cH:12][c:13]([C:16]4=[N:20][CH:19]([CH2:21][C:22](=[O:23])[OH:24])[CH2:18][S:17]4)[nH:14][c:15]23)[CH2:2][CH2:3][CH2:4][CH2:5]1>>[CH:1]1([NH:6][c:7]2[cH:8][c:9]([O:25][CH3:26])[cH:10][c:11]3[cH:12][c:13]([C:16]4=[N:20][CH:19]([CH2:21][C:22](=[O:23])[N:32]5[CH2:27][CH2:28][O:29][CH2:30][CH2:31]5)[CH2:18][S:17]4)[nH:14][c:15]23)[CH2:2][CH2:3][CH2:4][CH2:5]1. Reactants: C1COCCN1, COc1cc(NC2CCCC2)c2[nH]c(C3=NC(CC(=O)O)CS3)cc2c1. Reactants: CCCCNC(=O)NCCCC(NC(=O)c1ccc(C#N)cc1)C(=O)N1CCC(OCC(=O)OCC)CC1, CC[O-], Cl, NO, [Na+]. Yields the product CCCCNC(=O)NCCCC(NC(=O)c1ccc(C(N)=NO)cc1)C(=O)N1CCC(OCC(=O)OCC)CC1. As a reaction SMILES: [C:1](#[N:2])[c:3]1[cH:4][cH:5][c:6]([C:7](=[O:8])[NH:9][CH:10]([C:11](=[O:12])[N:13]2[CH2:14][CH2:15][CH:16]([O:19][CH2:20][C:21](=[O:22])[O:23][CH2:24][CH3:25])[CH2:17][CH2:18]2)[CH2:26][CH2:27][CH2:28][NH:29][C:30](=[O:31])[NH:32][CH2:33][CH2:34][CH2:35][CH3:36])[cH:37][cH:38]1.[CH3:43][CH2:44][O-:45].[ClH:39].[NH2:40][OH:41].[Na+:42]>>[C:1]([NH2:2])([c:3]1[cH:4][cH:5][c:6]([C:7](=[O:8])[NH:9][CH:10]([C:11](=[O:12])[N:13]2[CH2:14][CH2:15][CH:16]([O:19][CH2:20][C:21](=[O:22])[O:23][CH2:24][CH3:25])[CH2:17][CH2:18]2)[CH2:26][CH2:27][CH2:28][NH:29][C:30](=[O:31])[NH:32][CH2:33][CH2:34][CH2:35][CH3:36])[cH:37][cH:38]1)=[N:40][OH:41]. The reactants are [BH4-].[Na+] (sodium borohydride), S(=O)(=O)(O)[O-].[K+] (potassium hydrogen sulfate), OC1=C(C=C(C=C1)C(C)=O)N1N=C2C(=N1)C=CC=C2 (2(2-hydroxy-5-acetylphenyl)2H-benzotriazole), ( 1 ). The product is OC1=C(C=C(C=C1)C=C)N1N=C2C(=N1)C=CC=C2 (2(2-hydroxy-5-vinylphenyl)2H-benzotriazole), ( 2 ). RXN SMILES: [OH:1][C:2]1[CH:7]=[CH:6][C:5]([C:8](=O)[CH3:9])=[CH:4][C:3]=1[N:11]1[N:15]=[C:14]2[CH:16]=[CH:17][CH:18]=[CH:19][C:13]2=[N:12]1.[BH4-].[Na+].S([O-])(O)(=O)=O.[K+]>>[OH:1][C:2]1[CH:7]=[CH:6][C:5]([CH:8]=[CH2:9])=[CH:4][C:3]=1[N:11]1[N:15]=[C:14]2[CH:16]=[CH:17][CH:18]=[CH:19][C:13]2=[N:12]1 |f:1.2,3.4|. Procedure: The 2(2-hydroxy-5-acetylphenyl)2H-benzotriazole (2H5A) thus produced may then be (1) reduced with sodium borohydride followed by dehydration with potassium hydrogen sulfate to produce 2(2-hydroxy-5-vinylphenyl)2H-benzotriazole (2H5V), or (2) reacted with a methyl Grignard reagent and dehydrated with potassium hydrogen sulfate to produce 2(2-hydroxy-5-isopropenylphenyl)2H-benzotriazole (2H5P). The reactants are C(C)(=O)O[C@H]1C[C@H](N(C1)C(CC1=CC2=C(N=C(O2)NC2=C(C=CC=C2)C)C=C1)=O)COC1=CC=C(C(=O)OC)C=C1 (methyl 4-((2S,4S)-4-acetoxy-1-(2-(2-methylphenylamino)-6-benzoxazolylacetyl)-2-pyrrolidinylmethoxy)benzoate), [OH-].[Na+] (NaOH). Solvent: C1CCOC1 (THF). Run at time 18 hour. Product: O[C@H]1C[C@H](N(C1)C(CC1=CC2=C(N=C(O2)NC2=C(C=CC=C2)C)C=C1)=O)COC1=CC=C(C(=O)O)C=C1 (4-((2S,4S)-4-hydroxy-1-(2-(2-methylphenylamino)-6-benzoxazolylacetyl)-2-pyrrolidinylmethoxy)benzoic acid). As a reaction SMILES: C([O:4][C@@H:5]1[CH2:9][N:8]([C:10](=[O:29])[CH2:11][C:12]2[CH:28]=[CH:27][C:15]3[N:16]=[C:17]([NH:19][C:20]4[CH:25]=[CH:24][CH:23]=[CH:22][C:21]=4[CH3:26])[O:18][C:14]=3[CH:13]=2)[C@H:7]([CH2:30][O:31][C:32]2[CH:41]=[CH:40][C:35]([C:36]([O:38]C)=[O:37])=[CH:34][CH:33]=2)[CH2:6]1)(=O)C.[OH-].[Na+]>C1COCC1>[OH:4][C@@H:5]1[CH2:9][N:8]([C:10](=[O:29])[CH2:11][C:12]2[CH:28]=[CH:27][C:15]3[N:16]=[C:17]([NH:19][C:20]4[CH:25]=[CH:24][CH:23]=[CH:22][C:21]=4[CH3:26])[O:18][C:14]=3[CH:13]=2)[C@H:7]([CH2:30][O:31][C:32]2[CH:41]=[CH:40][C:35]([C:36]([OH:38])=[O:37])=[CH:34][CH:33]=2)[CH2:6]1 |f:1.2|. Reported procedure: To a solution of methyl 4-((2S,4S)-4-acetoxy-1-(2-(2-methylphenylamino)-6-benzoxazolylacetyl)-2-pyrrolidinylmethoxy)benzoate (610 mg, 1.09 mmol) in THF (40 ml) was added 0.25N NaOH (40 ml). The resulting mixture was stirred at room temperature for 18 hours. The reaction mixture was concentrated under reduced pressure. The residue was acidified with 1N HCl, followed by extraction with a chloroform-methanol (10/1) mixture. The extract was washed with water and brine, dried over anhydrous sodium su... Reactants: BrCC1=CC(=C(C=C1)CC)CC (4-bromomethyl-1,2-diethyl-benzene), [Na] (sodium), CCO (EtOH), C(C)(=O)NC(C(=O)OCC)C(=O)[O-] (ethyl acetamidomalonate). The solvent is O (water). Run at time 1.5 hour. The product is C(C)(=O)NC(C(=O)OCC)(C(=O)OCC)CC1=CC(=C(C=C1)CC)CC (diethyl 2-acetylamino-2-(3,4-diethyl-benzyl)-malonate). RXN SMILES: [Na].[CH3:2][CH2:3]O.[C:5]([NH:8][CH:9]([C:15]([O-:17])=[O:16])[C:10]([O:12][CH2:13][CH3:14])=[O:11])(=[O:7])[CH3:6].Br[CH2:19][C:20]1[CH:25]=[CH:24][C:23]([CH2:26][CH3:27])=[C:22]([CH2:28][CH3:29])[CH:21]=1>O>[C:5]([NH:8][C:9]([CH2:19][C:20]1[CH:25]=[CH:24][C:23]([CH2:26][CH3:27])=[C:22]([CH2:28][CH3:29])[CH:21]=1)([C:15]([O:17][CH2:2][CH3:3])=[O:16])[C:10]([O:12][CH2:13][CH3:14])=[O:11])(=[O:7])[CH3:6] |^1:0|. Reported procedure: 6.7 g (0.29 mol) sodium were added to 300 mL EtOH under an argon atmosphere. 60.0 g (0.27 mol) ethyl acetamidomalonate were added to the resulting solution, stirred for 1.5 h and then 62.0 g (0.27 mol) 4-bromomethyl-1,2-diethyl-benzene were slowly added dropwise. The reaction mixture was stirred overnight at RT, poured onto 1 L of water and vigorously stirred for 1 h at RT. The precipitate formed was suction filtered, suspended twice with a little water, suction filtered and dried.